This data is from the Open Reaction Database (ORD), a public repository of structured organic reaction records. The task is: describe an organic reaction: reactants, conditions, products, and yield Starting materials: O (Water), C(C#CC)O (2-butyn-1-ol), ClC=1C(=NSN1)C=1C=NC=CC1 (3-(4-chloro-1,2,5-thiadiazol-3-yl)pyridine). Run in O1CCCC1 (tetrahydrofuran), O1CCCC1 (tetrahydrofuran). Run at time 2 hour. The product is C(C#CC)OC=1C(=NSN1)C=1C=NC=CC1 (3-(4-(2-butynyloxy)-1,2,5-thiadiazol-3-yl)pyridine). RXN SMILES: [CH2:1]([OH:5])[C:2]#[C:3][CH3:4].Cl[C:7]1[C:8]([C:12]2[CH:13]=[N:14][CH:15]=[CH:16][CH:17]=2)=[N:9][S:10][N:11]=1.O>O1CCCC1>[CH2:1]([O:5][C:7]1[C:8]([C:12]2[CH:13]=[N:14][CH:15]=[CH:16][CH:17]=2)=[N:9][S:10][N:11]=1)[C:2]#[C:3][CH3:4]. Procedure: To a solution of 2-butyn-1-ol (530 mg, 7.5 mmol) and sodium-hydride (180 mg, 7.5 mmol) in dry tetrahydrofuran was added a solution of 3-(4-chloro-1,2,5-thiadiazol-3-yl)pyridine (490 mg, 2.5 mmol) in dry tetrahydrofuran. The reaction mixture was stirred at room temperature for 2 h. Water was added and the mixture was extracted with ether. The ether phase was dried and evaporated to give the title compound. Reactants: COC1=CC=C(CNC2=NC=3C=CC(=CC3C3=C2N(C(N3C3=CC=C(C=C3)C(C#N)(C)C)=O)C)C=3C=NC2=CC=CC=C2C3)C=C1 (2-{-4-[4-(4-methoxy-benzylamino)-3-methyl-2-oxo-8-quinolin-3-yl-2,3-dihydro-imidazo[4,5-c]quinolin-1-yl]-phenyl}-2-methyl-propionitrile). The solvent is C(=O)(C(F)(F)F)O (TFA). Conditions: time 5 hour. Yields the product NC1=NC=2C=CC(=CC2C2=C1N(C(N2C2=CC=C(C=C2)C(C#N)(C)C)=O)C)C=2C=NC1=CC=CC=C1C2 (2-[4-(4-Amino-3-methyl-2-oxo-8-quinolin-3-yl-2,3-dihydro-imidazo[4,5-c]quinolin-1-yl)-phenyl]-2-methyl-propionitrile). As a reaction SMILES: COC1C=CC(C[NH:8][C:9]2[C:18]3[N:19]([CH3:34])[C:20](=[O:33])[N:21]([C:22]4[CH:27]=[CH:26][C:25]([C:28]([CH3:32])([CH3:31])[C:29]#[N:30])=[CH:24][CH:23]=4)[C:17]=3[C:16]3[CH:15]=[C:14]([C:35]4[CH:36]=[N:37][C:38]5[C:43]([CH:44]=4)=[CH:42][CH:41]=[CH:40][CH:39]=5)[CH:13]=[CH:12][C:11]=3[N:10]=2)=CC=1>C(O)(C(F)(F)F)=O>[NH2:8][C:9]1[C:18]2[N:19]([CH3:34])[C:20](=[O:33])[N:21]([C:22]3[CH:27]=[CH:26][C:25]([C:28]([CH3:32])([CH3:31])[C:29]#[N:30])=[CH:24][CH:23]=3)[C:17]=2[C:16]2[CH:15]=[C:14]([C:35]3[CH:36]=[N:37][C:38]4[C:43]([CH:44]=3)=[CH:42][CH:41]=[CH:40][CH:39]=4)[CH:13]=[CH:12][C:11]=2[N:10]=1. Procedure details: 110 mg (0.182 mmol) of 2-{-4-[4-(4-methoxy-benzylamino)-3-methyl-2-oxo-8-quinolin-3-yl-2,3-dihydro-imidazo[4,5-c]quinolin-1-yl]-phenyl}-2-methyl-propionitrile (Example 109a) in 1.1 ml TFA are stirred at rt for 24 h and then at 35° C. for 5 h. The reaction mixture is purified by preparative HPLC to provide the title compound as an off-white solid. ES-MS: 485 (M+H)+; analytical HPLC: tret=2.86 minutes (Grad 1). Reactants: BrC1=CC=C(C=C1)C1=NC=CC=C1 (2-(4-bromophenyl)pyridine), BrC1=CC=C(C=C1)C1=NC(=NC(=N1)C1=CC=C(C=C1)C(C)(C)C)C1=CC=C(C=C1)C(C)(C)C (2-(4-bromophenyl)-4,6-bis(4-tert-butylphenyl)-1,3,5-triazine), CCCCC (pentane), C(C)(C)(C)[Li] (tert-butyl lithium), dichloro(tetramethylethylenediamine)zinc(II). Reagents/catalysts: [Pd].C1(=CC=CC=C1)P(C1=CC=CC=C1)C1=CC=CC=C1.C1(=CC=CC=C1)P(C1=CC=CC=C1)C1=CC=CC=C1.C1(=CC=CC=C1)P(C1=CC=CC=C1)C1=CC=CC=C1.C1(=CC=CC=C1)P(C1=CC=CC=C1)C1=CC=CC=C1 (tetrakis(triphenylphosphine) palladium(0)). Run in O1CCCC1 (tetrahydrofuran), O1CCCC1 (tetrahydrofuran), O1CCCC1 (tetrahydrofuran). Reaction conditions: temperature -78 celsius, time 30 minute. Yields the product C(C)(C)(C)C1=CC=C(C=C1)C1=NC(=NC(=N1)C1=CC=C(C=C1)C(C)(C)C)C1=CC=C(C=C1)C1=CC=C(C=C1)C1=NC=CC=C1 (2,4-bis(4-tert-butylphenyl)-6-[4′-(2-pyridyl)biphenyl-4-yl]-1,3,5-triazine). The yield is 87.0%. As a reaction SMILES: CCCCC.C([Li])(C)(C)C.Br[C:12]1[CH:17]=[CH:16][C:15]([C:18]2[N:23]=[C:22]([C:24]3[CH:29]=[CH:28][C:27]([C:30]([CH3:33])([CH3:32])[CH3:31])=[CH:26][CH:25]=3)[N:21]=[C:20]([C:34]3[CH:39]=[CH:38][C:37]([C:40]([CH3:43])([CH3:42])[CH3:41])=[CH:36][CH:35]=3)[N:19]=2)=[CH:14][CH:13]=1.Br[C:45]1[CH:50]=[CH:49][C:48]([C:51]2[CH:56]=[CH:55][CH:54]=[CH:53][N:52]=2)=[CH:47][CH:46]=1>O1CCCC1.[Pd].C1(P(C2C=CC=CC=2)C2C=CC=CC=2)C=CC=CC=1.C1(P(C2C=CC=CC=2)C2C=CC=CC=2)C=CC=CC=1.C1(P(C2C=CC=CC=2)C2C=CC=CC=2)C=CC=CC=1.C1(P(C2C=CC=CC=2)C2C=CC=CC=2)C=CC=CC=1>[C:40]([C:37]1[CH:38]=[CH:39][C:34]([C:20]2[N:21]=[C:22]([C:24]3[CH:29]=[CH:28][C:27]([C:30]([CH3:33])([CH3:31])[CH3:32])=[CH:26][CH:25]=3)[N:23]=[C:18]([C:15]3[CH:14]=[CH:13][C:12]([C:45]4[CH:46]=[CH:47][C:48]([C:51]5[CH:56]=[CH:55][CH:54]=[CH:53][N:52]=5)=[CH:49][CH:50]=4)=[CH:17][CH:16]=3)[N:19]=2)=[CH:35][CH:36]=1)([CH3:43])([CH3:42])[CH3:41] |f:5.6.7.8.9|. Reported procedure: Under a stream of argon, 3.5 ml of a pentane solution containing 5.2 mmol of tert-butyl lithium was slowly added to 15 ml of tetrahydrofuran cooled to −78° C., and 10 ml of tetrahydrofuran in which 0.61 g of 2-(4-bromophenyl)pyridine was dissolved was further added dropwise to this solution. After stirring at −78° C. for 30 minutes, 1.64 g of dichloro(tetramethylethylenediamine)zinc(II) was added thereto and stirred at −78° C. for 10 minutes and then at room temperature for 2 hours. A 1.00 g por... Solvent: C1CCOC1 (THF). RXN SMILES: C[O-].[Na+].CO.[C:6]12([C:16]3[CH:36]=[CH:35][C:19]([C:20]([CH2:22][O:23][C:24]4[CH:25]=[C:26]([CH:31]=[CH:32][C:33]=4[I:34])[C:27]([O:29][CH3:30])=[O:28])=O)=[CH:18][C:17]=3[O:37][CH3:38])[CH2:15][CH:10]3[CH2:11][CH:12]([CH2:14][CH:8]([CH2:9]3)[CH2:7]1)[CH2:13]2.[Br-].[CH3:40]P(C1C=CC=CC=1)(C1C=CC=CC=1)C1C=CC=CC=1>C1COCC1>[I:34][C:33]1[CH:32]=[CH:31][C:26]([C:27]([O:29][CH3:30])=[O:28])=[CH:25][C:24]=1[O:23][CH:22]=[C:20]([C:19]1[CH:35]=[CH:36][C:16]([C:6]23[CH2:13][CH:12]4[CH2:14][CH:8]([CH2:9][CH:10]([CH2:11]4)[CH2:15]2)[CH2:7]3)=[C:17]([O:37][CH3:38])[CH:18]=1)[CH3:40] |f:0.1,4.5|. The product is IC1=C(C=C(C(=O)OC)C=C1)OC=C(C)C1=CC(=C(C=C1)C12CC3CC(CC(C1)C3)C2)OC (Methyl 4-iodo-3-[2-[4-(1-adamantyl)-3-methoxyphenyl]-1-propenyloxy]benzoate). Procedure details: A solution of 30% sodium methoxide in methanol (0.3 ml, 1.6 mmol) is added over 8 hours to a mixture of methyl 3-[4-(1-adamantyl)-3-methoxybenzoylmethyloxy]-4-iodobenzoate (870 mg, 1.55 mmol) and methyltriphenylphosphine bromide (790 mg, 2.21 mmol) in THF (10 ml). Reactants: C[O-].[Na+] (sodium methoxide), CO (methanol), C12(CC3CC(CC(C1)C3)C2)C2=C(C=C(C(=O)COC=3C=C(C(=O)OC)C=CC3I)C=C2)OC (methyl 3-[4-(1-adamantyl)-3-methoxybenzoylmethyloxy]-4-iodobenzoate), [Br-].CP(C1=CC=CC=C1)(C1=CC=CC=C1)C1=CC=CC=C1 (methyltriphenylphosphine bromide). The reactants are O1CCC(CC1)CO ((tetrahydro-2H-pyran-4-yl)methanol), [H-].[Na+] (sodium hydride), ClC=1C=C(C(=NC1)N(S(=O)(=O)C1=CC=C(C=C1)F)CC(C)C)C (N-(5-chloro-3-methylpyridin-2-yl)-4-fluoro-N-isobutylbenzenesulfonamide). Run in dimethyl sulfoxide DMSO. Reaction conditions: time 8 hour. Yields the product ClC=1C=C(C(=NC1)N(S(=O)(=O)C1=CC=C(C=C1)OCC1CCOCC1)CC(C)C)C (N-(5-chloro-3-methylpyridin-2-yl)-N-isobutyl-4-((tetrahydro-2H-pyran-4-yl)methoxy)benzenesulfonamide). Yield: 88.0%. RXN SMILES: [Cl:1][C:2]1[CH:3]=[C:4]([CH3:23])[C:5]([N:8]([CH2:19][CH:20]([CH3:22])[CH3:21])[S:9]([C:12]2[CH:17]=[CH:16][C:15](F)=[CH:14][CH:13]=2)(=[O:11])=[O:10])=[N:6][CH:7]=1.[O:24]1[CH2:29][CH2:28][CH:27]([CH2:30][OH:31])[CH2:26][CH2:25]1.[H-].[Na+]>>[Cl:1][C:2]1[CH:3]=[C:4]([CH3:23])[C:5]([N:8]([CH2:19][CH:20]([CH3:22])[CH3:21])[S:9]([C:12]2[CH:17]=[CH:16][C:15]([O:31][CH2:30][CH:27]3[CH2:28][CH2:29][O:24][CH2:25][CH2:26]3)=[CH:14][CH:13]=2)(=[O:11])=[O:10])=[N:6][CH:7]=1 |f:2.3|. Reported procedure: N-(5-chloro-3-methylpyridin-2-yl)-4-fluoro-N-isobutylbenzenesulfonamide (200.5 mg, 0.562 mmol) was dissolved in dimethyl sulfoxide DMSO (2 mL) and to this solution was added (tetrahydro-2H-pyran-4-yl)methanol (98 mg, 0.84 mmol) and sodium hydride (33 mg, 0.84 mmol, 60% wt in mineral oil). The reaction was left to stir overnight at room temperature, under nitrogen. The reaction was concentrated under a stream of nitrogen, then the crude product was extracted to the organic phase of an aqueous wor... Reactants: CS(=O)(=O)OCc1cccc(-c2ccsc2)c1, CCOC(C)=O, CN(C)C=O, CCN(CC=CCl)Cc1cccc(O)c1, [H-], [Na+], C1CCOC1. Product: CCN(CC=CCl)Cc1cccc(OCc2cccc(-c3ccsc3)c2)c1. As a reaction SMILES: [CH3:18][S:19]([O:20][CH2:23][c:24]1[cH:25][c:26](-[c:30]2[cH:31][s:32][cH:33][cH:34]2)[cH:27][cH:28][cH:29]1)(=[O:21])=[O:22].[CH3:35][CH2:36][O:37][C:38](=[O:39])[CH3:40].[CH3:46][N:47]([CH3:48])[CH:49]=[O:50].[Cl:1][CH:2]=[CH:3][CH2:4][N:5]([CH2:6][CH3:7])[CH2:8][c:9]1[cH:10][c:11]([OH:15])[cH:12][cH:13][cH:14]1.[H-:16].[Na+:17].[O:41]1[CH2:42][CH2:43][CH2:44][CH2:45]1>>[Cl:1][CH:2]=[CH:3][CH2:4][N:5]([CH2:6][CH3:7])[CH2:8][c:9]1[cH:10][c:11]([O:15][CH2:23][c:24]2[cH:25][c:26](-[c:30]3[cH:31][s:32][cH:33][cH:34]3)[cH:27][cH:28][cH:29]2)[cH:12][cH:13][cH:14]1. Starting materials: Cl (HCl), [OH-].[Na+] (sodium hydroxide), BrCC(=O)O (bromoacetic acid), CC=1C=C(C=O)C=C(C1O)C (3,5-dimethyl-4-hydroxy-benzaldehyde). Run in O (water), O (water). Conditions: temperature 100 celsius, time 24 hour. Product: C(=O)C1=CC(=C(OCC(=O)O)C(=C1)C)C ((4-formyl-2,6-dimethyl-phenoxy)-acetic acid). Yield: 15.2%. As a reaction SMILES: [OH-].[Na+].Br[CH2:4][C:5]([OH:7])=[O:6].[CH3:8][C:9]1[CH:10]=[C:11]([CH:14]=[C:15]([CH3:18])[C:16]=1[OH:17])[CH:12]=[O:13].Cl>O>[CH:12]([C:11]1[CH:14]=[C:15]([CH3:18])[C:16]([O:17][CH2:4][C:5]([OH:7])=[O:6])=[C:9]([CH3:8])[CH:10]=1)=[O:13] |f:0.1|. Procedure details: A solution of sodium hydroxide (2.53 g, 63.25 mmol) in water (65 mL) was added to a mixture of bromoacetic acid (5.27 g, 37.95 mmol) and 3,5-dimethyl-4-hydroxy-benzaldehyde (1.9 g, 12.65 mmol) in water (30 mL). The reaction mixture was stirred at 100° C. for 24 h. The solution was acidified to pH ˜2 with conc. HCl. The brown solid was filtered off, washed with water, dried under vacuum, and purified by column chromatography to give (4-formyl-2,6-dimethyl-phenoxy)-acetic acid as a light brown sol... Reactants: C(C)(=O)C=1C(=C(N(C1C)C1=C(C=C(C=C1)OCC)OCC)C)C(C)=O (1-[4-acetyl-1-(2,4-diethoxy-phenyl)-2,5-dimethyl-1H-pyrrol-3-yl]-ethanone), NN (hydrazine). Yields the product C(C)OC1=C(C=CC(=C1)OCC)N1C(=C2C(=NN=C(C2=C1C)C)C)C (6-(2,4-diethoxy-phenyl)-1,4,5,7-tetramethyl-6H-pyrrolo[3,4-d]pyridazine). Reaction SMILES: [C:1]([C:4]1[C:5]([C:23](=O)[CH3:24])=[C:6]([CH3:22])[N:7]([C:10]2[CH:15]=[CH:14][C:13]([O:16][CH2:17][CH3:18])=[CH:12][C:11]=2[O:19][CH2:20][CH3:21])[C:8]=1[CH3:9])(=O)[CH3:2].[NH2:26][NH2:27]>>[CH2:20]([O:19][C:11]1[CH:12]=[C:13]([O:16][CH2:17][CH3:18])[CH:14]=[CH:15][C:10]=1[N:7]1[C:8]([CH3:9])=[C:4]2[C:5]([C:23]([CH3:24])=[N:26][N:27]=[C:1]2[CH3:2])=[C:6]1[CH3:22])[CH3:21]. Procedure details: Utilizing the general procedure outlined in Example 65, 1-[4-acetyl-1-(2,4dihydroxy-phenyl)-2,5-dimethyl-1H-pyrrol-3-yl]-ethanone prepared as in Example 70 (12 mg, 0.4 mmol) reacted with bromoethane (30 μL, excess), in the presence of K2CO3 (10 mg), to afford 1-[4-acetyl-1-(2,4-diethoxy-phenyl)-2,5-dimethyl-1H-pyrrol-3-yl]-ethanone: MS (ESI) 344 (M+H)+. Utilizing the general procedure outlined in Example 48, 1-[4-acetyl-1-(2,4-diethoxy-phenyl)-2,5-dimethyl-1H-pyrrol-3-yl]-ethanone (4 mg) and hyd... The reactants are C(C)(C)S(=O)(=O)C1=CC=C(C=C1)C=1N=C2C(=NC1)N(C=C2N2C(C1=C(C=CC=C1C2)[N+](=O)[O-])=O)C(C2=CC=CC=C2)(C2=CC=CC=C2)C2=CC=CC=C2 (2-[2-(4-isopropylsulfonylphenyl)-5-trityl-pyrrolo[2,3-b]pyrazin-7-yl]-7-nitro-isoindolin-1-one), C(=O)(O)[O-].[Na+] (NaHCO3), O.O.Cl[Sn]Cl (SnCl2.2H2O), O.O.Cl[Sn]Cl (SnCl2.2H2O). Run in CCO (EtOH), C(Cl)Cl (DCM). Conditions: temperature 70 celsius, time 30 minute. Yields the product NC=1C=CC=C2CN(C(C12)=O)C1=CNC2=NC=C(N=C21)C2=CC=C(C=C2)S(=O)(=O)C(C)C (7-amino-2-(2-(4-(isopropylsulfonyl)phenyl)-5H-pyrrolo[2,3-b]pyrazin-7-yl)isoindolin-1-one). Reaction SMILES: [CH:1]([S:4]([C:7]1[CH:12]=[CH:11][C:10]([C:13]2[N:14]=[C:15]3[C:21]([N:22]4[CH2:30][C:29]5[C:24](=[C:25]([N+:31]([O-])=O)[CH:26]=[CH:27][CH:28]=5)[C:23]4=[O:34])=[CH:20][N:19](C(C4C=CC=CC=4)(C4C=CC=CC=4)C4C=CC=CC=4)[C:16]3=[N:17][CH:18]=2)=[CH:9][CH:8]=1)(=[O:6])=[O:5])([CH3:3])[CH3:2].O.O.Cl[Sn]Cl.C([O-])(O)=O.[Na+]>CCO.C(Cl)Cl>[NH2:31][C:25]1[CH:26]=[CH:27][CH:28]=[C:29]2[C:24]=1[C:23](=[O:34])[N:22]([C:21]1[C:15]3[C:16](=[N:17][CH:18]=[C:13]([C:10]4[CH:11]=[CH:12][C:7]([S:4]([CH:1]([CH3:3])[CH3:2])(=[O:6])=[O:5])=[CH:8][CH:9]=4)[N:14]=3)[NH:19][CH:20]=1)[CH2:30]2 |f:1.2.3,4.5|. Procedure: 2-[2-(4-isopropylsulfonylphenyl)-5-trityl-pyrrolo[2,3-b]pyrazin-7-yl]-7-nitro-isoindolin-1-one (148 mg, 0.2056 mmol) suspended in EtOH (5 mL) and mixture heated to 70° C. SnCl2.2H2O (232.0 mg, 1.028 mmol) added and the mixture heated at reflux. After 1 h a further ˜200 mg SnCl2.2H2O added. After 1 h reaction mixture cooled, diluted with DCM and sat NaHCO3 added. Mixture stirred vigorously for 30 mins then passed through a phase separator cartridge. Org phase concentrated to a yellow solid (158 m... The reactants are C(C)N(C(C)C)C(C)C (N-ethyldiisopropylamine), C(C)Br (ethyl bromide), NCC1=NC(=NO1)C=1N=CN2C1CN(C(C1=C2C=CS1)=O)C (3-(5-aminomethyl-1,2,4-oxadiazol-3-yl)-5-methyl-5,6-dihydro-4H-imidazo[1,5-a]thieno[2,3-f][1,4]diazepin-6-one). Solvent: CN(C=O)C (dimethylformamide). Conditions: time 1 hour. The product is C(C)N(CC)CC1=NC(=NO1)C=1N=CN2C1CN(C(C1=C2C=CS1)=O)C (3-(5-diethylaminomethyl-1,2,4-oxadiazol-3-yl)-5-methyl-5,6-dihydro-4H-imidazo[1,5-a]thieno[2,3-f][1,4]diazepin-6-one). Yield: 47.5%. As a reaction SMILES: [CH2:1](N(C(C)C)C(C)C)[CH3:2].[CH2:10](Br)[CH3:11].[NH2:13][CH2:14][C:15]1[O:19][N:18]=[C:17]([C:20]2[N:21]=[CH:22][N:23]3[C:29]4[CH:30]=[CH:31][S:32][C:28]=4[C:27](=[O:33])[N:26]([CH3:34])[CH2:25][C:24]=23)[N:16]=1>CN(C)C=O>[CH2:1]([N:13]([CH2:14][C:15]1[O:19][N:18]=[C:17]([C:20]2[N:21]=[CH:22][N:23]3[C:29]4[CH:30]=[CH:31][S:32][C:28]=4[C:27](=[O:33])[N:26]([CH3:34])[CH2:25][C:24]=23)[N:16]=1)[CH2:10][CH3:11])[CH3:2]. Procedure: 2.35 ml (13.6 mmol) of N-ethyldiisopropylamine and 0.76 ml (10.2 mmol) of ethyl bromide were added to a solution of 0.54 g (1.7 mmol) of 3-(5-aminomethyl-1,2,4-oxadiazol-3-yl)-5-methyl-5,6-dihydro-4H-imidazo[1,5-a]thieno[2,3-f][1,4]diazepin-6-one in 20 ml dimethylformamide and the mixture was stirred at 70° for 1 hour. The reaction solution was subsequently evaporated, whereupon the residue was partitioned between methylene chloride and 2N sodium carbonate solution. The aqueous phase was washed ...